From a dataset of the Open Reaction Database (ORD), a public repository of structured organic reaction records. describe an organic reaction: reactants, conditions, products, and yield Reactants: [OH-].[Na+] (sodium hydroxide), FC(C=1C=C(CN(C2=NC=C(C=N2)OCCCC(=O)OCC)CC2=C(C=CC(=C2)C(F)(F)F)N(C)C)C=C(C1)C(F)(F)F)(F)F (Ethyl 4-{2-[(3,5-bis-trifluoromethyl-benzyl)-(2-dimethylamino-5-trifluoromethyl-benzyl)-amino]-pyrimidin-5-yloxy}-butyrate), C(C)(=O)OCC (ethyl acetate). Solvent: C(C)O (ethanol). Reaction conditions: time 8 hour. The product is FC(C=1C=C(CN(C2=NC=C(C=N2)OCCCC(=O)O)CC2=C(C=CC(=C2)C(F)(F)F)N(C)C)C=C(C1)C(F)(F)F)(F)F (4-{2-[(3,5-bis-trifluoromethyl-benzyl)-(2-dimethylamino-5-trifluoromethyl-benzyl)-amino]-pyrimidin-5-yloxy}-butyric acid). Yield: 33.7%. RXN SMILES: [F:1][C:2]([F:45])([F:44])[C:3]1[CH:4]=[C:5]([CH:37]=[C:38]([C:40]([F:43])([F:42])[F:41])[CH:39]=1)[CH2:6][N:7]([CH2:23][C:24]1[CH:29]=[C:28]([C:30]([F:33])([F:32])[F:31])[CH:27]=[CH:26][C:25]=1[N:34]([CH3:36])[CH3:35])[C:8]1[N:13]=[CH:12][C:11]([O:14][CH2:15][CH2:16][CH2:17][C:18]([O:20]CC)=[O:19])=[CH:10][N:9]=1.[OH-].[Na+].C(OCC)(=O)C>C(O)C>[F:45][C:2]([F:1])([F:44])[C:3]1[CH:4]=[C:5]([CH:37]=[C:38]([C:40]([F:41])([F:42])[F:43])[CH:39]=1)[CH2:6][N:7]([CH2:23][C:24]1[CH:29]=[C:28]([C:30]([F:33])([F:32])[F:31])[CH:27]=[CH:26][C:25]=1[N:34]([CH3:35])[CH3:36])[C:8]1[N:9]=[CH:10][C:11]([O:14][CH2:15][CH2:16][CH2:17][C:18]([OH:20])=[O:19])=[CH:12][N:13]=1 |f:1.2|. Procedure: Ethyl 4-{2-[(3,5-bis-trifluoromethyl-benzyl)-(2-dimethylamino-5-trifluoromethyl-benzyl)-amino]-pyrimidin-5-yloxy}-butyrate (90 mg) is dissolved in ethanol (2 ml), and thereto is added a 2N-aqueous sodium hydroxide solution (207 μl), and the mixture is stirred at room temperature overnight. Thereto are added ethyl acetate and a 1N-hydrochloric acid, and the mixture is separated, and the organic layer is washed with a saturated brine, dried over magnesium sulfate, and concentrated under reduced pr... Starting materials: IC1=CC2=C(NC(CCC2=O)=O)C=C1 (7-iodo-3,4-dihydro-1H-benzo[b]azepine-2,5-dione), COC(N(C)C)OC (dimethylformamide dimethylacetal), CCOCC (Et2O). Solvent: C1CCOC1 (THF). Run at temperature 70 celsius. Yields the product CN(C)C=C1C(C2=C(NC(C1)=O)C=CC(=C2)I)=O (4-Dimethylaminomethylene-7-iodo-3,4-dihydro-1H-benzo[b]azepine-2,5-dione). As a reaction SMILES: [I:1][C:2]1[CH:14]=[CH:13][C:5]2[NH:6][C:7](=[O:12])[CH2:8][CH2:9][C:10](=[O:11])[C:4]=2[CH:3]=1.CO[CH:17](OC)[N:18]([CH3:20])[CH3:19].CCOCC>C1COCC1>[CH3:17][N:18]([CH:20]=[C:9]1[CH2:8][C:7](=[O:12])[NH:6][C:5]2[CH:13]=[CH:14][C:2]([I:1])=[CH:3][C:4]=2[C:10]1=[O:11])[CH3:19]. Procedure: To a solution of 7-iodo-3,4-dihydro-1H-benzo[b]azepine-2,5-dione (iv-a) (1.67 g, 5.54 mmol) in THF (15 mL) was added dimethylformamide dimethylacetal (4.0 mL, 27.7 mmol) and the reaction mixture heated to 70° C. for 1 h. The reaction mixture was cooled to 22° C., treated with Et2O (50 mL), and the resulting precipitate filtered and dried in vacuo to give v-a (1.64 g, 83%) as a brown powder: MS m/z=357 (M+H). Starting materials: Cc1ccccc1, Cc1cc(N=C=S)c(C)c2c1OCCO2, NCCN. The product is Cc1cc(NC(=S)NCCN)c(C)c2c1OCCO2. RXN SMILES: [CH3:20][c:21]1[cH:22][cH:23][cH:24][cH:25][cH:26]1.[N:1](=[C:2]=[S:3])[c:4]1[c:5]([CH3:15])[c:6]2[c:7]([c:12]([CH3:14])[cH:13]1)[O:8][CH2:9][CH2:10][O:11]2.[NH2:16][CH2:17][CH2:18][NH2:19]>>[NH:1]([C:2](=[S:3])[NH:19][CH2:18][CH2:17][NH2:16])[c:4]1[c:5]([CH3:15])[c:6]2[c:7]([c:12]([CH3:14])[cH:13]1)[O:8][CH2:9][CH2:10][O:11]2. Starting materials: CC(C)(C)[Si](O[C@H]1CC[C@H]2[C@@H]3C[C@H]4[C@](C[C@H]3CC[C@@H]2C1)(C(CC4)=O)C)(C)C ((3S,4aR,6aR,7aS,10aS,11aR,11bR)-3-[[(1,1-Dimethylethyl)dimethylsilyl]oxy]-hexadecahydro-7a-methyl-8H-cyclopenta[b]phenanthren-8-one), Cl.NO (hydroxylamine hydrochloride), O (water). The solvent is N1=CC=CC=C1 (pyridine). Reaction conditions: time 14 hour. Product: CC(C)(C)[Si](O[C@H]1CC[C@H]2[C@@H]3C[C@H]4[C@](C[C@H]3CC[C@@H]2C1)(C(CC4)=NO)C)(C)C ((3S,4aR,6aR,7aS,10aS,11aR,11bR)-3-[[(1,1-Dimethylethyl)dimethylsilyl]oxy]-hexadecahydro-7a-methyl-8H-cyclopenta[b]phenanthren-8-one oxime). The yield is 78.4%. As a reaction SMILES: [CH3:1][C:2]([Si:5]([CH3:27])([CH3:26])[O:6][C@@H:7]1[CH2:20][C@@H:19]2[C@H:10]([C@H:11]3[C@H:16]([CH2:17][CH2:18]2)[CH2:15][C@:14]2([CH3:25])[C:21](=O)[CH2:22][CH2:23][C@H:13]2[CH2:12]3)[CH2:9][CH2:8]1)([CH3:4])[CH3:3].Cl.[NH2:29][OH:30].O>N1C=CC=CC=1>[CH3:1][C:2]([Si:5]([CH3:27])([CH3:26])[O:6][C@@H:7]1[CH2:20][C@@H:19]2[C@H:10]([C@H:11]3[C@H:16]([CH2:17][CH2:18]2)[CH2:15][C@:14]2([CH3:25])[C:21](=[N:29][OH:30])[CH2:22][CH2:23][C@H:13]2[CH2:12]3)[CH2:9][CH2:8]1)([CH3:4])[CH3:3] |f:1.2|. Procedure: To a solution of compound 4 (130 mg, 0.33 mmol) in pyridine (10 mL) was added hydroxylamine hydrochloride (140 mg, 2.0 mmol) at room temperature. After 14 h, water was added and the product extracted into EtOAc (50 mL×2). The combined extracts were dried, filtered and removed. The residue was purified by flash column chromatography (silica gel eluted with 10% EtOAc in hexanes) to afford compound 5 (105 mg, 82%): 1H NMR (CDCl3) δ 9.00 (s, br, 1H), 3.95-4.00 (m, 1H), 2.45-2.51 (m, 2H), 0.87 (s, 9H...